This data is from the Open Reaction Database (ORD), a public repository of structured organic reaction records. The task is: describe an organic reaction: reactants, conditions, products, and yield Starting materials: C(C)(C)(C)OC(=O)N1CC(CC1)NCCOC1=C(C=CC(=C1)N1C(N(C(C1=O)(C)C)CC1=CC=NC2=CC=CC=C12)=O)OC (3-{2-[5-(4,4-dimethyl-2,5-dioxo-3-quinolin-4-ylmethyl-imidazolidin-1-yl)-2-methoxy-phenoxy]-ethylamino}-pyrrolidine-1-carboxylic acid tert-butyl ester), solution, Cl (hydrochloric acid). Solvent: CO (methanol). Product: COC1=C(C=C(C=C1)N1C(N(C(C1=O)(C)C)CC1=CC=NC2=CC=CC=C12)=O)OCCNC1CNCC1 (3-{4-Methoxy-3-[2-(pyrrolidin-3-ylamino)-ethoxy]-phenyl}-5,5-dimethyl-1-quinolin-4-ylmethyl-imidazolidine-2,4-dione). As a reaction SMILES: C(OC([N:8]1[CH2:12][CH2:11][CH:10]([NH:13][CH2:14][CH2:15][O:16][C:17]2[CH:22]=[C:21]([N:23]3[C:27](=[O:28])[C:26]([CH3:30])([CH3:29])[N:25]([CH2:31][C:32]4[C:41]5[C:36](=[CH:37][CH:38]=[CH:39][CH:40]=5)[N:35]=[CH:34][CH:33]=4)[C:24]3=[O:42])[CH:20]=[CH:19][C:18]=2[O:43][CH3:44])[CH2:9]1)=O)(C)(C)C.Cl>CO>[CH3:44][O:43][C:18]1[CH:19]=[CH:20][C:21]([N:23]2[C:27](=[O:28])[C:26]([CH3:30])([CH3:29])[N:25]([CH2:31][C:32]3[C:41]4[C:36](=[CH:37][CH:38]=[CH:39][CH:40]=4)[N:35]=[CH:34][CH:33]=3)[C:24]2=[O:42])=[CH:22][C:17]=1[O:16][CH2:15][CH2:14][NH:13][CH:10]1[CH2:11][CH2:12][NH:8][CH2:9]1. Procedure details: A solution of 40 mg 3-{2-[5-(4,4-dimethyl-2,5-dioxo-3-quinolin-4-ylmethyl-imidazolidin-1-yl)-2-methoxy-phenoxy]-ethylamino}-pyrrolidine-1-carboxylic acid tert-butyl ester in 2 ml of a 8 N solution of hydrochloric acid in methanol was stirred for 1 hour at room temperature. After removal of the solvent under reduced pressure the residue was dissolved in a mixture of 2 ml water and 1 ml acetonitrile. Lyophilization of the resulting mixture yielded a white foam. The product was obtained as its hydr... Reaction SMILES: C1(P(C2C=CC=CC=2)(C2C=CC=CC=2)=[C:8]([C:10]([O:12][CH2:13][CH3:14])=[O:11])[CH3:9])C=CC=CC=1.[N+:27]([C:30]1[CH:37]=[CH:36][C:33]([CH:34]=O)=[CH:32][CH:31]=1)([O-:29])=[O:28]>>[CH3:9][C:8](=[CH:34][C:33]1[CH:36]=[CH:37][C:30]([N+:27]([O-:29])=[O:28])=[CH:31][CH:32]=1)[C:10]([O:12][CH2:13][CH3:14])=[O:11]. Starting materials: C1(=CC=CC=C1)P(=C(C)C(=O)OCC)(C1=CC=CC=C1)C1=CC=CC=C1 (triphenyl(1-[ethoxycarbonyl]ethylidene)phosphorane), [N+](=O)([O-])C1=CC=C(C=O)C=C1 (4-nitrobenzaldehyde). Reported procedure: The title compound was prepared from triphenyl(1-[ethoxycarbonyl]ethylidene)phosphorane and 4-nitrobenzaldehyde, substantially according to Preparation 5. The product was obtained in 56% yield, as an orange-yellow solid, m.p. 70.5°-73° C. Product: CC(C(=O)OCC)=CC1=CC=C(C=C1)[N+](=O)[O-] (Ethyl 2-Methyl-3-(4-Nitrophenyl)propenoate). Yield: 56.0%.